Dataset: the Open Reaction Database (ORD), a public repository of structured organic reaction records. Task: describe an organic reaction: reactants, conditions, products, and yield The reactants are ClC=1C(=NC=2N(C1F)N=CC2)C(=O)O (6-chloro-7-fluoropyrazolo[1,5-a]pyrimidine-5-carboxylic acid), N(C(C)C)C(C)C (i-Pr2NH), [Li]CCCC (n-BuLi), BrC1=CC(=C(C=C1)N)F (4-Bromo-2-fluorophenylamine). Solvent: C1CCOC1 (THF), C1CCOC1 (THF). Reaction conditions: temperature -78 celsius, time 15 minute. Yields the product BrC1=CC(=C(C=C1)NC=1C(=NC=2N(C1F)N=CC2)C(=O)O)F (6-(4-bromo-2-fluorophenylamino)-7-fluoropyrazolo[1,5-a]pyrimidine-5-carboxylic acid). RXN SMILES: N(C(C)C)C(C)C.[Li]CCCC.[Br:13][C:14]1[CH:19]=[CH:18][C:17]([NH2:20])=[C:16]([F:21])[CH:15]=1.Cl[C:23]1[C:24]([C:33]([OH:35])=[O:34])=[N:25][C:26]2[N:27]([N:30]=[CH:31][CH:32]=2)[C:28]=1[F:29]>C1COCC1>[Br:13][C:14]1[CH:19]=[CH:18][C:17]([NH:20][C:23]2[C:24]([C:33]([OH:35])=[O:34])=[N:25][C:26]3[N:27]([N:30]=[CH:31][CH:32]=3)[C:28]=2[F:29])=[C:16]([F:21])[CH:15]=1. Reported procedure: To a solution of i-Pr2NH (3.50 equivalents) in THF at 0° C. is added n-BuLi (3.50 equivalents, 2.5 M solution in hexanes). After stirring 15 minutes, the mixture is cooled to −78° C. 4-Bromo-2-fluorophenylamine (2.50 equivalents) is added. After vigorous stirring for 10 minutes, a mixture of the 6-chloro-7-fluoropyrazolo[1,5-a]pyrimidine-5-carboxylic acid (1.00 equivalent) in THF is added. The dry-ice bath is removed after 30 minutes, and the reaction mixture is stirred for 17 hours at room temp... Starting materials: Brc1ccccc1OCc1ccccc1, CCOCC, CCOC(C)=O, Cl, [Mg], O=C1Nc2cc3c(cc2C1=O)CCC3, C1CCOC1. The product is O=C1Nc2cc3c(cc2C1(O)c1ccccc1OCc1ccccc1)CCC3. Reaction SMILES: [CH2:1]([c:2]1[cH:3][cH:4][cH:5][cH:6][cH:7]1)[O:8][c:9]1[c:10]([Br:15])[cH:11][cH:12][cH:13][cH:14]1.[CH3:32][CH2:33][O:34][CH2:35][CH3:36].[CH3:37][CH2:38][O:39][C:40](=[O:41])[CH3:42].[ClH:31].[Mg:16].[NH:17]1[C:18](=[O:30])[C:19](=[O:29])[c:20]2[cH:21][c:22]3[c:23]([cH:24][c:25]21)[CH2:26][CH2:27][CH2:28]3.[O:43]1[CH2:44][CH2:45][CH2:46][CH2:47]1>>[CH2:1]([c:2]1[cH:3][cH:4][cH:5][cH:6][cH:7]1)[O:8][c:9]1[c:10]([C:19]2([OH:29])[C:18](=[O:30])[NH:17][c:25]3[c:20]2[cH:21][c:22]2[c:23]([cH:24]3)[CH2:26][CH2:27][CH2:28]2)[cH:11][cH:12][cH:13][cH:14]1. Starting materials: B, C1CCOC1, CO, CC1CN(c2ncc(CO)cc2Cl)CCN1c1nc2cc(C(F)(F)F)cc(NC(=O)c3cc(F)c(F)c(F)c3)c2[nH]1, [Na+], [OH-]. Product: CC1CN(c2ncc(CO)cc2Cl)CCN1c1nc2cc(C(F)(F)F)cc(NCc3cc(F)c(F)c(F)c3)c2[nH]1. Reaction SMILES: [BH3:42].[CH2:43]1[O:44][CH2:45][CH2:46][CH2:47]1.[CH3:48][OH:49].[Cl:1][c:2]1[c:3]([N:10]2[CH2:11][CH:12]([CH3:41])[N:13]([c:16]3[nH:17][c:18]4[c:19]([n:20]3)[cH:21][c:22]([C:37]([F:38])([F:39])[F:40])[cH:23][c:24]4[NH:25][C:26]([c:27]3[cH:28][c:29]([F:35])[c:30]([F:34])[c:31]([F:33])[cH:32]3)=[O:36])[CH2:14][CH2:15]2)[n:4][cH:5][c:6]([CH2:8][OH:9])[cH:7]1.[Na+:51].[OH-:50]>>[Cl:1][c:2]1[c:3]([N:10]2[CH2:11][CH:12]([CH3:41])[N:13]([c:16]3[nH:17][c:18]4[c:19]([n:20]3)[cH:21][c:22]([C:37]([F:38])([F:39])[F:40])[cH:23][c:24]4[NH:25][CH2:26][c:27]3[cH:28][c:29]([F:35])[c:30]([F:34])[c:31]([F:33])[cH:32]3)[CH2:14][CH2:15]2)[n:4][cH:5][c:6]([CH2:8][OH:9])[cH:7]1. The reactants are C(C=C)[Si](CCCBr)(CC=C)CC=C (triallyl bromopropyl silane), [CH2-]C(=O)C.OCC(O)CO (glycerol acetonide), [SiH4] (silane), C(C=C)[Si](CCCBr)(CC=C)CC=C (triallyl bromopropyl silane). The reagents and catalysts are S(=O)(=O)(O)[O-].C(CCC)[N+](CCCC)(CCCC)CCCC (tetrabutylammonium hydrogen sulfate). Solvent: O1CCCC1 (tetrahydrofuran). The product is C(C=C)[Si](CCCCC(O)CO)(CC=C)CC=C (Triallyl glycerylpropyl silane). RXN SMILES: [CH2:1]([Si:4]([CH2:12][CH:13]=[CH2:14])([CH2:9][CH:10]=[CH2:11])[CH2:5][CH2:6][CH2:7]Br)[CH:2]=[CH2:3].[CH2-]C(C)=O.[OH:19][CH2:20][CH:21]([CH2:23]O)[OH:22].[SiH4]>O1CCCC1.S([O-])(O)(=O)=O.C([N+](CCCC)(CCCC)CCCC)CCC>[CH2:1]([Si:4]([CH2:12][CH:13]=[CH2:14])([CH2:9][CH:10]=[CH2:11])[CH2:5][CH2:6][CH2:7][CH2:23][CH:21]([CH2:20][OH:19])[OH:22])[CH:2]=[CH2:3] |f:1.2,5.6|. Procedure details: Triallyl glycerylpropyl silane was prepared from triallyl bromopropyl silane prepared in Example 7 via glycerol acetonide intermediate. A 250 ml flask equipped with a stir bar was charged with 22.9 grams of 74% triallyl bromopropyl silane reagent (17.0 grams, 62 millimoles of triallyl bromopropyl silane prepared as described in Example 7). The silane was diluted with 175 ml of tetrahydrofuran (commercially available from Aldrich Chemical Co. of Milwaukee, Wis.) containing 1.1 grams (3.2 millimol... The reactants are CC(=O)NCC(=O)O, Nc1cc(Cl)cc(Nc2ncnc3[nH]cc(C(=O)c4ccccc4)c23)c1. The product is CC(=O)NCC(=O)Nc1cc(Cl)cc(Nc2ncnc3[nH]cc(C(=O)c4ccccc4)c23)c1. Reaction SMILES: [C:1]([CH3:2])(=[O:3])[NH:4][CH2:5][C:6](=[O:7])[OH:8].[NH2:9][c:10]1[cH:11][c:12]([NH:17][c:18]2[c:19]3[c:20]([n:21][cH:22][n:23]2)[nH:24][cH:25][c:26]3[C:27](=[O:28])[c:29]2[cH:30][cH:31][cH:32][cH:33][cH:34]2)[cH:13][c:14]([Cl:16])[cH:15]1>>[C:1]([CH3:2])(=[O:3])[NH:4][CH2:5][C:6](=[O:8])[NH:9][c:10]1[cH:11][c:12]([NH:17][c:18]2[c:19]3[c:20]([n:21][cH:22][n:23]2)[nH:24][cH:25][c:26]3[C:27](=[O:28])[c:29]2[cH:30][cH:31][cH:32][cH:33][cH:34]2)[cH:13][c:14]([Cl:16])[cH:15]1. Starting materials: product, C1=CC(=CC=C1CCCC(=O)O)N(CCCl)CCCl.CC1(CC(CC(N1[O])(C)C)O)C (chlorambucil TEMPOL), hydroxyl, N=O (nitroxyl), C([C@H]([C@@H]1C(=C(C(=O)O1)O)O)O)O (isoascorbic acid). Solvent: C(C)O (ethanol), O (H2O). Yields the product C(CCC)(=O)OC1=C(C=C(C=C1)N(CCCl)CCCl)C1CC(N(C(C1)(C)C)O)(C)C (1-hydroxy2, 2, 6, 6-tetramethylpiperidin-4-yl-{4-[bis (2-Chloroethyl) amino] phenyl} butanoate). Isolated yield 95.0%. Reaction SMILES: [CH:1]1[C:6](CCCC(O)=O)=[CH:5][CH:4]=[C:3]([N:13]([CH2:17][CH2:18][Cl:19])[CH2:14][CH2:15][Cl:16])[CH:2]=1.[CH3:20][C:21]1([CH3:31])[N:26]([O])[C:25]([CH3:29])([CH3:28])[CH2:24][CH:23](O)[CH2:22]1.N=[O:33].C(O)[C@@H](O)[C@H:36]1[O:41][C:39](=[O:40])[C:38](O)=[C:37]1O>C(O)C.O>[C:39]([O:41][C:6]1[CH:1]=[CH:2][C:3]([N:13]([CH2:14][CH2:15][Cl:16])[CH2:17][CH2:18][Cl:19])=[CH:4][C:5]=1[CH:23]1[CH2:22][C:21]([CH3:31])([CH3:20])[N:26]([OH:33])[C:25]([CH3:29])([CH3:28])[CH2:24]1)(=[O:40])[CH2:38][CH2:37][CH3:36] |f:0.1,^1:23|. Procedure: In order to characterize the structure of the chlorambucil-TEMPOL adduct by using NMR spectroscopy, the nitroxyl free radical was reduced using isoascorbic acid. 3.4 mmol of the product was dissolved in 15 ml of ethanol and 4.8 mmol of isoascorbic dissolved in 1 ml H2O was then added to the solution. Reduction of the nitroxyl group to the hydroxyl was monitored by the disappearance of the pink color in the solution. The solution was then Rotovapped to remove excess solvent and extracted with eth... The reactants are [N+](=O)([O-])C1=CC(=C(C=C1)O)C=1SC=CC1 (4-nitro-2-(2-thienyl)phenol). The reagents and catalysts are [Pd] (palladium activated carbon). Solvent: C(C)O (ethanol). The product is NC1=CC(=C(C=C1)O)C=1SC=CC1 (4-amino-2-(2-thienyl)phenol). The yield is 75.5%. As a reaction SMILES: [N+:1]([C:4]1[CH:9]=[CH:8][C:7]([OH:10])=[C:6]([C:11]2[S:12][CH:13]=[CH:14][CH:15]=2)[CH:5]=1)([O-])=O>C(O)C.[Pd]>[NH2:1][C:4]1[CH:9]=[CH:8][C:7]([OH:10])=[C:6]([C:11]2[S:12][CH:13]=[CH:14][CH:15]=2)[CH:5]=1. Reported procedure: 3 g (13.5 mmol) of 4-nitro-2-(2-thienyl)phenol are dissolved in 40 ml ethanol and hydrogenated at 25° C. after addition of 600 mg of a palladium activated carbon catalyst (10%). The catalyst is removed by filtration after up-take of the theoretically required amount of hydrogen. After concentrating the solution in a rotary evaporator the reaction mixture is poured into 20 ml of cold diethyl ether. The precipitated product is separated from the solution by filtration and dried. 1.95 g (75% of the... The reactants are C1CCOC1 (THF), C[Si](C)(C)[N-][Si](C)(C)C.[Na+] (NaHMDS), ( 1 ), ( 1 ), C(C)OC1=CC=C(C=C1)CC(=O)O (2-(4-Ethoxyphenyl)acetic acid), ClCCCCI (1-chloro-4-iodobutane). The product is EtOAc hexanes, ClCCCCC(C(=O)O)C1=CC=C(C=C1)OCC (6-chloro-2-(4-ethoxyphenyl)hexanoic acid). Isolated yield 36.6%. RXN SMILES: [CH2:1]([O:3][C:4]1[CH:9]=[CH:8][C:7]([CH2:10][C:11]([OH:13])=[O:12])=[CH:6][CH:5]=1)[CH3:2].C[Si]([N-][Si](C)(C)C)(C)C.[Na+].C1COCC1.[Cl:29][CH2:30][CH2:31][CH2:32][CH2:33]I>>[Cl:29][CH2:30][CH2:31][CH2:32][CH2:33][CH:10]([C:7]1[CH:8]=[CH:9][C:4]([O:3][CH2:1][CH3:2])=[CH:5][CH:6]=1)[C:11]([OH:13])=[O:12] |f:1.2|. Reported procedure: Step AAN (1): 2-(4-Ethoxyphenyl)acetic acid (2.00 g, 11.1 mmol) was deprotonated with NaHMDS 2.0 M in THF (12.5 mL, 25.0 mmol) and reacted with 1-chloro-4-iodobutane (1.49 mL, 12.2 mmol) using a procedure analogous to Step AC (1) and after silica gel column chromatography (30-80% EtOAc/hexanes) afforded 6-chloro-2-(4-ethoxyphenyl)hexanoic acid (1.10 g, 4.06 mmol, 37% yield) as a pale-yellow oil. LC-MS (M+Na)+ 293.1.